The task is: describe an organic reaction: reactants, conditions, products, and yield. This data is from the Open Reaction Database (ORD), a public repository of structured organic reaction records. The reactants are C(C)(=O)OC(C)C (isopropyl acetate), C(C)(C)(C)OC(=O)N[C@@H](CCOS(=O)(=O)C)C1=CC=CC=C1 (Methanesulfonic acid (S)-3-tert-butoxycarbonylamino-3-phenyl-propyl ester), FC1=C(C=CC=C1OC)C=1C(NC(N(C1C)CC1=C(C=CC=C1C(F)(F)F)F)=O)=O (5-(2-fluoro-3-methoxy-phenyl)-1-(2-fluoro-6-trifluoromethyl-benzyl)-6-methyl-1H-pyrimidine-2,4-dione), C([O-])([O-])=O.[K+].[K+] (potassium carbonate). Run in CN(C)C=O (DMF), O (water). Reaction conditions: temperature 55 celsius. Yields the product N[C@@H](CN1C(N(C(=C(C1=O)C1=C(C(=CC=C1)OC)F)C)CC1=C(C=CC=C1C(F)(F)F)F)=O)C1=CC=CC=C1 (3-((R)-2-amino-2-phenyl-ethyl)-5-(2-fluoro-3-methoxy-phenyl)-1-(2-fluoro-6-trifluoromethyl-benzyl)-6-methyl-1H-pyrimidine-2,4-dione), C(C)(=O)OC(C)C (isopropyl acetate). Isolated yield 86.0%. As a reaction SMILES: C(OC([NH:8][C@H:9]([C:17]1[CH:22]=[CH:21][CH:20]=[CH:19][CH:18]=1)[CH2:10]COS(C)(=O)=O)=O)(C)(C)C.[F:23][C:24]1[C:29]([O:30][CH3:31])=[CH:28][CH:27]=[CH:26][C:25]=1[C:32]1[C:33](=[O:52])[NH:34][C:35](=[O:51])[N:36]([CH2:39][C:40]2[C:45]([C:46]([F:49])([F:48])[F:47])=[CH:44][CH:43]=[CH:42][C:41]=2[F:50])[C:37]=1[CH3:38].C(=O)([O-])[O-].[K+].[K+].[C:59]([O:62][CH:63]([CH3:65])[CH3:64])(=[O:61])[CH3:60]>O.CN(C=O)C>[NH2:8][C@H:9]([C:17]1[CH:22]=[CH:21][CH:20]=[CH:19][CH:18]=1)[CH2:10][N:34]1[C:33](=[O:52])[C:32]([C:25]2[CH:26]=[CH:27][CH:28]=[C:29]([O:30][CH3:31])[C:24]=2[F:23])=[C:37]([CH3:38])[N:36]([CH2:39][C:40]2[C:45]([C:46]([F:48])([F:49])[F:47])=[CH:44][CH:43]=[CH:42][C:41]=2[F:50])[C:35]1=[O:51].[C:59]([O:62][CH:63]([CH3:65])[CH3:64])(=[O:61])[CH3:60] |f:2.3.4|. Procedure details: Methanesulfonic acid (S)-3-tert-butoxycarbonylamino-3-phenyl-propyl ester 1d (19.7 kg), 5-(2-fluoro-3-methoxy-phenyl)-1-(2-fluoro-6-trifluoromethyl-benzyl)-6-methyl-1H-pyrimidine-2,4-dione 1c (16.5 kg), potassium carbonate (powder, 325 mesh, 13.4 kg) and DMF (101 L) were charged to a reactor. The mixture was stirred at 55° C. After reaction completion, the reactor was cooled to 20° C. and isopropyl acetate (132 L) was charged, followed by water (157 L). After agitation and settling, the layers w...